From a dataset of the Open Reaction Database (ORD), a public repository of structured organic reaction records. describe an organic reaction: reactants, conditions, products, and yield RXN SMILES: [CH3:33][CH:34]([NH2:35])[CH3:36].[Cl:28][CH2:29][CH:30]1[O:31][CH2:32]1.[OH:1][c:2]1[cH:3][cH:4][c:5]([C:6](=[O:7])[c:8]2[c:9](-[c:17]3[cH:18][c:19]([N+:23]([O-:24])=[O:25])[cH:20][cH:21][cH:22]3)[o:10][c:11]3[c:12]2[cH:13][cH:14][cH:15][cH:16]3)[cH:26][cH:27]1>>[OH:1][c:2]1[cH:3][cH:4][c:5]([C:6](=[O:7])[c:8]2[c:9](-[c:17]3[cH:18][c:19]([NH2:23])[cH:20][cH:21][cH:22]3)[o:10][c:11]3[c:12]2[cH:13][cH:14][cH:15][cH:16]3)[cH:26][cH:27]1. Reactants: CC(C)N, ClCC1CO1, O=C(c1ccc(O)cc1)c1c(-c2cccc([N+](=O)[O-])c2)oc2ccccc12. Yields the product Nc1cccc(-c2oc3ccccc3c2C(=O)c2ccc(O)cc2)c1. Reactants: [OH-].[Na+] (sodium hydroxide), 255, ClC1=C(OC2=CC=C(C=C2)O)C=CC(=C1)Cl (4-(2',4'-dichlorophenoxy)-phenol), ClC(C(=O)O)C (2-chloropropionic acid). Solvent: C=1(C(=CC=CC1)C)C (xylene). Conditions: temperature 90 celsius, time 15 minute. Product: ClC1=C(OC2=CC=C(OC(C(=O)O)C)C=C2)C=CC(=C1)Cl (2-[4'-(2,4-dichlorophenoxy)-phenoxy]-propionic acid). As a reaction SMILES: [OH-].[Na+].[Cl:3][C:4]1[CH:17]=[C:16]([Cl:18])[CH:15]=[CH:14][C:5]=1[O:6][C:7]1[CH:12]=[CH:11][C:10]([OH:13])=[CH:9][CH:8]=1.Cl[CH:20]([CH3:24])[C:21]([OH:23])=[O:22]>C1(C)C(C)=CC=CC=1>[Cl:3][C:4]1[CH:17]=[C:16]([Cl:18])[CH:15]=[CH:14][C:5]=1[O:6][C:7]1[CH:8]=[CH:9][C:10]([O:13][CH:20]([CH3:24])[C:21]([OH:23])=[O:22])=[CH:11][CH:12]=1 |f:0.1|. Procedure: 208 parts of 50% sodium hydroxide solution are added portionwise at about 90° C. and at a reduced pressure of 270 mbar to a solution of 255 parts of 4-(2',4'-dichlorophenoxy)-phenol and 132 parts of 2-chloropropionic acid in 1,200 parts of xylene. By distilling off the water present in the reaction mixture, the reaction temperature is maintained at 90° C. The addition being complete, stirring is continued for 15 minutes at this temperature, subsequently the batch is brought to normal pressure. 4... Starting materials: [Al+3], C1CCOC1, CCOCC, CC(CCC(=O)O)C1CCCC1, [H-], [H-], [H-], [H-], [Li+]. Product: CC(CCCO)C1CCCC1. Reaction SMILES: [Al+3:14].[CH2:24]1[O:25][CH2:26][CH2:27][CH2:28]1.[CH3:19][CH2:20][O:21][CH2:22][CH3:23].[CH:1]1([CH:6]([CH2:7][CH2:8][C:9](=[O:10])[OH:11])[CH3:12])[CH2:2][CH2:3][CH2:4][CH2:5]1.[H-:13].[H-:16].[H-:17].[H-:18].[Li+:15]>>[CH:1]1([CH:6]([CH2:7][CH2:8][CH2:9][OH:10])[CH3:12])[CH2:2][CH2:3][CH2:4][CH2:5]1.